From a dataset of the Open Reaction Database (ORD), a public repository of structured organic reaction records. describe an organic reaction: reactants, conditions, products, and yield The reactants are CC1=CC(=CC(=N1)C(=O)O)OC=1C=NC=NC1 (6-methyl-4-(pyrimidin-5-yloxy)picolinic acid), FC=1C=CC(=NC1)N (5-fluoro-2-aminopyridine), P(=O)(Cl)(Cl)Cl (phosphorus oxychloride). Run in N1=CC=CC=C1 (pyridine). Conditions: temperature -15 celsius, time 30 minute. The product is FC=1C=CC(=NC1)NC(C1=NC(=CC(=C1)OC=1C=NC=NC1)C)=O (N-(5-fluoropyridin-2-yl)-6-methyl-4-(pyrimidin-5-yloxy)picolinamide). The yield is 36.1%. RXN SMILES: [CH3:1][C:2]1[N:7]=[C:6]([C:8]([OH:10])=O)[CH:5]=[C:4]([O:11][C:12]2[CH:13]=[N:14][CH:15]=[N:16][CH:17]=2)[CH:3]=1.[F:18][C:19]1[CH:20]=[CH:21][C:22]([NH2:25])=[N:23][CH:24]=1.P(Cl)(Cl)(Cl)=O>N1C=CC=CC=1>[F:18][C:19]1[CH:20]=[CH:21][C:22]([NH:25][C:8](=[O:10])[C:6]2[CH:5]=[C:4]([O:11][C:12]3[CH:13]=[N:14][CH:15]=[N:16][CH:17]=3)[CH:3]=[C:2]([CH3:1])[N:7]=2)=[N:23][CH:24]=1. Reported procedure: 6-methyl-4-(pyrimidin-5-yloxy)picolinic acid (610 mg, 2.64 mmol, 1 eq) and 5-fluoro-2-aminopyridine (296 mg, 2.64 mmol, 1 eq) were dissolved in pyridine (40 mL) in a flame-dried round-bottom flask. The reaction was cooled to −15° C. and phosphorus oxychloride (270 μL, 2.90 mmol, 1.1 eq) was added dropwise while keeping the temperature below −15° C. After stirring for 30 minutes at −15° C. and the reaction was quenched with ice-water and neutralized with 10% K2CO3. The mixture was extracted with ... Starting materials: O=C1OC2(CCN(C(=O)c3c[nH]c4cc(Cl)ccc34)CC2)c2ccc(F)cc21, CS(=O)(=O)OCc1cnccn1. Yields the product O=C1OC2(CCN(C(=O)c3cn(Cc4cnccn4)c4cc(Cl)ccc34)CC2)c2ccc(F)cc21. As a reaction SMILES: [Cl:1][c:2]1[cH:3][cH:4][c:5]2[c:6]([C:11](=[O:12])[N:13]3[CH2:14][CH2:15][C:16]4([O:17][C:18](=[O:26])[c:19]5[c:20]4[cH:21][cH:22][c:23]([F:25])[cH:24]5)[CH2:27][CH2:28]3)[cH:7][nH:8][c:9]2[cH:10]1.[n:29]1[c:30]([CH2:35][O:36][S:37]([CH3:38])(=[O:39])=[O:40])[cH:31][n:32][cH:33][cH:34]1>>[Cl:1][c:2]1[cH:3][cH:4][c:5]2[c:6]([C:11](=[O:12])[N:13]3[CH2:14][CH2:15][C:16]4([O:17][C:18](=[O:26])[c:19]5[c:20]4[cH:21][cH:22][c:23]([F:25])[cH:24]5)[CH2:27][CH2:28]3)[cH:7][n:8]([CH2:35][c:30]3[n:29][cH:34][cH:33][n:32][cH:31]3)[c:9]2[cH:10]1. Reactants: ClC1=CC=C(C(=O)N[C@@H](CC2=CNC3=CC=CC=C23)C(=O)O)C=C1 (N-p-chlorobenzoyl-L-tryptophane), [Cl-].[Cl-].[Ca+2] (CaCl2). Run in O (H2O), [OH-].[Na+] (NaOH). Conditions: time 2 hour. Product: [Ca+2].ClC1=CC=C(C(=O)N[C@@H](CC2=CNC3=CC=CC=C23)C(=O)[O-])C=C1.ClC1=CC=C(C(=O)N[C@@H](CC2=CNC3=CC=CC=C23)C(=O)[O-])C=C1 (N-p-chloro-benzoyl-L-tryptophane calcium salt). Isolated yield 95.1%. Reaction SMILES: [Cl:1][C:2]1[CH:24]=[CH:23][C:5]([C:6]([NH:8][C@H:9]([C:20]([OH:22])=[O:21])[CH2:10][C:11]2[C:19]3[C:14](=[CH:15][CH:16]=[CH:17][CH:18]=3)[NH:13][CH:12]=2)=[O:7])=[CH:4][CH:3]=1.[Cl-].[Cl-].[Ca+2:27]>[OH-].[Na+].O>[Ca+2:27].[Cl:1][C:2]1[CH:24]=[CH:23][C:5]([C:6]([NH:8][C@H:9]([C:20]([O-:22])=[O:21])[CH2:10][C:11]2[C:19]3[C:14](=[CH:15][CH:16]=[CH:17][CH:18]=3)[NH:13][CH:12]=2)=[O:7])=[CH:4][CH:3]=1.[Cl:1][C:2]1[CH:24]=[CH:23][C:5]([C:6]([NH:8][C@H:9]([C:20]([O-:22])=[O:21])[CH2:10][C:11]2[C:19]3[C:14](=[CH:15][CH:16]=[CH:17][CH:18]=3)[NH:13][CH:12]=2)=[O:7])=[CH:4][CH:3]=1 |f:1.2.3,4.5,7.8.9|. Procedure details: A solution of 34.2 g (0.1 moles) of N-p-chlorobenzoyl-L-tryptophane in 1,000 ml of 0.1 N NaOH, kept at room temperature, was quickly admixed while stirring with 6.05 g (0.11 equiv.) of CaCl2 previously dissolved in 100 ml H2O. The N-p-chlorobenzoyl-L-triptophane starts precipitating forthwith in the form of calcium salt. The reaction mass is stirred during two hours at least to allow the precipitate of conveniently enlarging in volume. The resulting precipitate is filtered and washed with water ... RXN SMILES: F[C:2]1[CH:23]=[C:22]([C:24]([F:30])([F:29])[C:25]([F:28])([F:27])[F:26])[CH:21]=[CH:20][C:3]=1[C:4]([NH:6][C:7]1[CH:19]=[CH:18][C:10]([C:11]([O:13]C(C)(C)C)=[O:12])=[CH:9][CH:8]=1)=[O:5].[F:31][C:32](F)(F)[C:33]([OH:35])=O>ClCCl>[F:31][C:32]1[CH:25]=[C:24]([F:29])[CH:22]=[CH:21][C:33]=1[O:35][C:2]1[CH:23]=[C:22]([C:24]([F:29])([F:30])[C:25]([F:27])([F:28])[F:26])[CH:21]=[CH:20][C:3]=1[C:4]([NH:6][C:7]1[CH:19]=[CH:18][C:10]([C:11]([OH:13])=[O:12])=[CH:9][CH:8]=1)=[O:5]. Run in ClCCl (dichloromethane). Yield: 22.0%. The reactants are FC1=C(C(=O)NC2=CC=C(C(=O)OC(C)(C)C)C=C2)C=CC(=C1)C(C(F)(F)F)(F)F (tert-butyl 4-[[2-fluoro-4-(1,1,2,2,2-pentafluoroethyl)benzoyl]amino]benzoate), FC(C(=O)O)(F)F (2,2,2-Trifluoroacetic acid). Conditions: temperature 40 celsius, time 18 hour. Procedure: The ester obtained in the previous step was dissolved in dichloromethane (1 mL). 2,2,2-Trifluoroacetic acid (4 mL, 52.50 mmol) was added and the reaction was stirred at 40° C. for 18 hours. The excess TFA and dichloromethane was evaporated under reduced pressure. The crude product was filtered and purified by reverse phase preparative chromatography utilizing a gradient of 30-99% acetonitrile in water containing HCl as a modifier to yield 4-(2-(2,4-difluorophenoxy)-4-(perfluoroethyl)benzamido)be... The product is FC1=C(OC2=C(C(=O)NC3=CC=C(C(=O)O)C=C3)C=CC(=C2)C(C(F)(F)F)(F)F)C=CC(=C1)F (4-(2-(2,4-difluorophenoxy)-4-(perfluoroethyl)benzamido)benzoic Acid). Reactants: [BH4-].[Na+] (sodium borohydride), C(CC)C/1CCC2=C(C=CS2)\C1=N/O ((4Z)-5-propyl-6,7-dihydro-1-benzothiophen-4(5H)-one oxime). Reagents/catalysts: [Ti](Cl)(Cl)(Cl)Cl (titanium tetrachloride). Solvent: COCCOC (ethylene glycol dimethyl ether), COCCOC (ethylene glycol dimethyl ether). Reaction conditions: time 5 minute. The product is [OH-].[NH4+] (ammonium hydroxide), C(CC)[C@H]1CCC2=C(C=CS2)[C@H]1N (Cis-5-propyl-4,5,6,7-tetrahydro-1-benzothiophen-4-amine). Isolated yield 75.4%. As a reaction SMILES: [BH4-].[Na+].[CH2:3]([CH:6]1[CH2:7][CH2:8][C:9]2[S:13][CH:12]=[CH:11][C:10]=2/[C:14]/1=[N:15]\[OH:16])[CH2:4][CH3:5]>COCCOC.[Ti](Cl)(Cl)(Cl)Cl>[OH-:16].[NH4+:15].[CH2:3]([C@@H:6]1[C@H:14]([NH2:15])[C:10]2[CH:11]=[CH:12][S:13][C:9]=2[CH2:8][CH2:7]1)[CH2:4][CH3:5] |f:0.1,5.6|. Procedure: To a solution of sodium borohydride (4.63 g) in ethylene glycol dimethyl ether (150 ml) at 0° C. under N2 was added titanium tetrachloride (6.89 ml). After 5 min, (4Z)-5-propyl-6,7-dihydro-1-benzothiophen-4(5H)-one oxime (6.25 g) in 50 ml of ethylene glycol dimethyl ether was added dropwise to a blue solution. The reaction mixture was stirred at ambient temperate for 24 h and carefully quenched at 0° C. with 2 N NaOH. The aqueous layer was extracted with methylene chloride (3×200 ml), dried MgSO... The reactants are C(C(C)(C)C)(=O)OC[C@@H](O)C1=C(C2=CC=CC=C2C=C1C)Cl ((S)-2-(1-chloro-3-methylnaphthalen-2-yl)-2-hydroxyethyl pivalate), Cl(=O)(=O)(=O)O (perchloric acid). Run in C(C)(=O)OC(C)(C)C (tert-butyl acetate). Yields the product C(C(C)(C)C)(=O)OC[C@H](C1=C(C2=CC=CC=C2C=C1C)Cl)OC(C)(C)C ((S)-2-tert-butoxy-2-(1-chloro-3-methylnaphthalen-2-yl)ethyl pivalate). The yield is 179.2%. RXN SMILES: [C:1]([O:7][CH2:8][C@H:9]([C:11]1[C:20]([CH3:21])=[CH:19][C:18]2[C:13](=[CH:14][CH:15]=[CH:16][CH:17]=2)[C:12]=1[Cl:22])[OH:10])(=[O:6])[C:2]([CH3:5])([CH3:4])[CH3:3].Cl(O)(=O)(=O)=O>C(OC(C)(C)C)(=O)C>[C:1]([O:7][CH2:8][C@@H:9]([O:10][C:2]([CH3:4])([CH3:3])[CH3:1])[C:11]1[C:20]([CH3:21])=[CH:19][C:18]2[C:13](=[CH:14][CH:15]=[CH:16][CH:17]=2)[C:12]=1[Cl:22])(=[O:6])[C:2]([CH3:5])([CH3:4])[CH3:3]. Procedure: A solution of (S)-2-(1-chloro-3-methylnaphthalen-2-yl)-2-hydroxyethyl pivalate (4F) (1.13 g, 3.52 mmol) and perchloric acid, (70%, 0.605 mL, 7.04 mmol) in tert-butyl acetate (35 mL) was stirred at room temperature for 1.5 h. The reaction mixture was quenched with solid sodium bicarbonate (1.5 g) for 1 h. Saturated sodium bicarbonate solution was added and the reaction was extracted with ethyl acetate (3×). The combined organic layer was dried (MgSO4), filtered, concentrated and purified by flash... Reactants: C1(CCC2=CC=CC=C12)=O (1-indanone), C1(=CC=C(C=C1)S(=O)(=O)O)C (p-toluenesulfonic acid), CC(C=C)O (3-buten-2-ol), COC(C)(C)OC (2,2-dimethoxypropane). Run in C1(=CC=CC=C1)C (toluene). Yields the product C(C=CC)C1C(C2=CC=CC=C2C1)=O ((RS)-2-(2-buten-1-yl)-1-indanone). Isolated yield 48.0%. As a reaction SMILES: [C:1]1(=[O:10])[C:9]2[C:4](=[CH:5][CH:6]=[CH:7][CH:8]=2)[CH2:3][CH2:2]1.[CH3:11][CH:12](O)[CH:13]=[CH2:14].COC(OC)(C)C.C1(C)C=CC(S(O)(=O)=O)=CC=1>C1(C)C=CC=CC=1>[CH2:11]([CH:2]1[CH2:3][C:4]2[C:9](=[CH:8][CH:7]=[CH:6][CH:5]=2)[C:1]1=[O:10])[CH:12]=[CH:13][CH3:14]. Reported procedure: A solution of 29.5 g of 1-indanone, 73.5 ml 3-buten-2-ol, 77.0 ml of 2,2-dimethoxypropane and 400 mg of p-toluenesulfonic acid in 400 ml of toluene was boiled under reflux for 24 hours. After cooling, the solution was washed with 100 ml of saturated sodium hydrogen carbonate solution. The aqueous washing was extracted with 150 ml of ethyl acetate and the organic phases were combined, dried with magnesium sulfate and evaporated in a vacuum. Purification on silica gel (hexane/diethyl ether 7:1) yi...